This data is from the Open Reaction Database (ORD), a public repository of structured organic reaction records. The task is: describe an organic reaction: reactants, conditions, products, and yield The reactants are COc1ccc(C)c(NCC=O)c1, O=C(Cl)CCl, [Na+], [Na+], O=C([O-])[O-], O, c1ccccc1. Yields the product COc1ccc(C)c(N(CC=O)C(=O)CCl)c1. As a reaction SMILES: [CH3:1][c:2]1[c:3]([NH:4][CH2:5][CH:6]=[O:7])[cH:8][c:9]([O:12][CH3:13])[cH:10][cH:11]1.[Cl:26][CH2:27][C:28](=[O:29])[Cl:30].[Na+:14].[Na+:15].[O-:16][C:17](=[O:18])[O-:19].[OH2:31].[cH:20]1[cH:21][cH:22][cH:23][cH:24][cH:25]1>>[CH3:1][c:2]1[c:3]([N:4]([CH2:5][CH:6]=[O:7])[C:28]([CH2:27][Cl:26])=[O:29])[cH:8][c:9]([O:12][CH3:13])[cH:10][cH:11]1. Reactants: [H][H] (hydrogen), NC1=C(N=NC(=C1)Cl)NN (4-amino-6-chloro-3-hydrazinopyridazine), [OH-].[Na+] (sodium hydroxide). The reagents and catalysts are [Pd] (palladium on carbon). The solvent is CO (methanol), CO (methanol). Run at time 4 hour. The product is NC1=C(N=NC=C1)NN (4-amino-3-hydrazino pyridazine). Reaction SMILES: [NH2:1][C:2]1[CH:7]=[C:6](Cl)[N:5]=[N:4][C:3]=1[NH:9][NH2:10].[OH-].[Na+].[H][H]>CO.[Pd]>[NH2:1][C:2]1[CH:7]=[CH:6][N:5]=[N:4][C:3]=1[NH:9][NH2:10] |f:1.2|. Procedure details: A solution of 4 g of 4-amino-6-chloro-3-hydrazinopyridazine in 240 ml. of methanol and 60 ml. of 0.5 N sodium hydroxide in methanol are charged into a Paar shaker. To this solutionn, 2 g. of 10% palladium on carbon catalyst is added. The Paar shaker is charged at room temperature with hydrogen to an initial pressure of 50 psi and shaken. After about 4 hours, the reaction mixture is filtered, the solvent evaporated, and the residue extracted with chloroform. The chloroform solution is evaporated ... Reactants: COc1ccc(Cn2ncc3cc(Br)ccc32)cc1, CC(C)(C)[O-], Cc1ccccc1, CC(C)(C)OC(=O)N1CCCC(N)C1, [Na+], O=C(C=Cc1ccccc1)C=Cc1ccccc1, O=C(C=Cc1ccccc1)C=Cc1ccccc1, O=C(C=Cc1ccccc1)C=Cc1ccccc1, [Pd], [Pd]. Product: COc1ccc(Cn2ncc3cc(NC4CCCN(C(=O)OC(C)(C)C)C4)ccc32)cc1. As a reaction SMILES: [Br:1][c:2]1[cH:3][c:4]2[cH:5][n:6][n:7]([CH2:11][c:12]3[cH:13][cH:14][c:15]([O:18][CH3:19])[cH:16][cH:17]3)[c:8]2[cH:9][cH:10]1.[CH3:34][C:35]([CH3:36])([O-:37])[CH3:38].[CH3:40][c:41]1[cH:42][cH:43][cH:44][cH:45][cH:46]1.[NH2:20][CH:21]1[CH2:22][N:23]([C:27](=[O:28])[O:29][C:30]([CH3:31])([CH3:32])[CH3:33])[CH2:24][CH2:25][CH2:26]1.[Na+:39].[O:49]=[C:50]([CH:51]=[CH:52][c:53]1[cH:54][cH:55][cH:56][cH:57][cH:58]1)[CH:59]=[CH:60][c:61]1[cH:62][cH:63][cH:64][cH:65][cH:66]1.[O:67]=[C:68]([CH:69]=[CH:70][c:71]1[cH:72][cH:73][cH:74][cH:75][cH:76]1)[CH:77]=[CH:78][c:79]1[cH:80][cH:81][cH:82][cH:83][cH:84]1.[O:85]=[C:86]([CH:87]=[CH:88][c:89]1[cH:90][cH:91][cH:92][cH:93][cH:94]1)[CH:95]=[CH:96][c:97]1[cH:98][cH:99][cH:100][cH:101][cH:102]1.[Pd:47].[Pd:48]>>[c:2]1([NH:20][CH:21]2[CH2:22][N:23]([C:27](=[O:28])[O:29][C:30]([CH3:31])([CH3:32])[CH3:33])[CH2:24][CH2:25][CH2:26]2)[cH:3][c:4]2[cH:5][n:6][n:7]([CH2:11][c:12]3[cH:13][cH:14][c:15]([O:18][CH3:19])[cH:16][cH:17]3)[c:8]2[cH:9][cH:10]1. Reactants: CC(=O)Cl, N#Cc1cncc(C#Cc2ccc(F)c(N)c2)c1, C1CCOC1, O, c1ccncc1. Yields the product CC(=O)Nc1cc(C#Cc2cncc(C#N)c2)ccc1F. As a reaction SMILES: [CH3:19][C:20]([Cl:21])=[O:22].[NH2:1][c:2]1[cH:3][c:4]([C:9]#[C:10][c:11]2[cH:12][n:13][cH:14][c:15]([C:16]#[N:17])[cH:18]2)[cH:5][cH:6][c:7]1[F:8].[O:29]1[CH2:30][CH2:31][CH2:32][CH2:33]1.[OH2:34].[cH:23]1[cH:24][cH:25][n:26][cH:27][cH:28]1>>[NH:1]([c:2]1[cH:3][c:4]([C:9]#[C:10][c:11]2[cH:12][n:13][cH:14][c:15]([C:16]#[N:17])[cH:18]2)[cH:5][cH:6][c:7]1[F:8])[C:20]([CH3:19])=[O:22]. Reactants: CN(CCCN1C=C(C2=CC=CC=C12)C=1C(=O)N(C(C1C1=CNC2=CC=CC=C12)=O)C)C (2-[1-(3-dimethylaminopropyl)-1H-indol-3-yl]-3-(1H-indol-3-yl)-N-methylmaleimide), CO (MeOH). The reagents and catalysts are [C].[Pd] (palladium-carbon). Run at time 1 day. The product is CN(CCCN1C=C(C2=CC=CC=C12)C1(C(N(C(C1)=O)C)=O)C1=CNC2=CC=CC=C12)C (3-[1-(3-dimethylaminopropyl)-1H-indol-3-yl]-3-(1H-indol-3-yl)-1-methyl-2,5-dioxopyrrolidine). Yield: 81.5%. Reaction SMILES: [CH3:1][N:2]([CH3:32])[CH2:3][CH2:4][CH2:5][N:6]1[C:14]2[C:9](=[CH:10][CH:11]=[CH:12][CH:13]=2)[C:8]([C:15]2[C:16]([N:18]([CH3:31])C(=O)[C:20]=2C2C3C(=CC=CC=3)NC=2)=[O:17])=[CH:7]1.[CH3:33][OH:34]>[C].[Pd]>[CH3:32][N:2]([CH3:1])[CH2:3][CH2:4][CH2:5][N:6]1[C:14]2[C:9](=[CH:10][CH:11]=[CH:12][CH:13]=2)[C:8]([C:15]2([C:8]3[C:9]4[C:14](=[CH:13][CH:12]=[CH:11][CH:10]=4)[NH:6][CH:7]=3)[CH2:20][C:33](=[O:34])[N:18]([CH3:31])[C:16]2=[O:17])=[CH:7]1 |f:2.3|. Procedure: To a solution of 2-[1-(3-dimethylaminopropyl)-1H-indol-3-yl]-3-(1H-indol-3-yl)-N-methylmaleimide (60 mg, 0.14 mmol) in MeOH (3 mL) was added a small amount of 10% palladium-carbon, and the whole was stirred at room temperature for 1 day under hydrogen atmosphere. The palladium-carbon was removed by filtration, and the filtrate was concentrated under reduced pressure. The residue was purified by column chromatography over silica gel (dichloromethan:methanol=8:1) to obtain 3-[1-(3-dimethylaminopro... Starting materials: ClC1=NC2=CC=CC=C2C(=C1)C1=CC=CC=C1 (2-chloro-4-phenylquinoline), N1CCNCC1 (piperazine), O (water). The solvent is C1(=CC=CC=C1)C (toluene). Yields the product N1(CCNCC1)C1=NC2=CC=CC=C2C(=C1)C1=CC=CC=C1 (2-(1-piperazinyl)-4-phenylquinoline). The yield is 91.1%. As a reaction SMILES: Cl[C:2]1[CH:11]=[C:10]([C:12]2[CH:17]=[CH:16][CH:15]=[CH:14][CH:13]=2)[C:9]2[C:4](=[CH:5][CH:6]=[CH:7][CH:8]=2)[N:3]=1.[NH:18]1[CH2:23][CH2:22][NH:21][CH2:20][CH2:19]1.O>C1(C)C=CC=CC=1>[N:18]1([C:2]2[CH:11]=[C:10]([C:12]3[CH:17]=[CH:16][CH:15]=[CH:14][CH:13]=3)[C:9]3[C:4](=[CH:5][CH:6]=[CH:7][CH:8]=3)[N:3]=2)[CH2:23][CH2:22][NH:21][CH2:20][CH2:19]1. Procedure: A solution of 2-chloro-4-phenylquinoline (4.0 g) and anhydrous piperazine (8.0 g) in toluene (4 ml) is heated under reflux for 5 hours. To the reaction mixture is added water and the resulting mixture is extracted with ethyl acetate. The extracts are dried over anhydrous sodium sulfate and concentrated under reduced pressure. The residue is chromatographed on silica gel (40 g) using chloroform as an eluent. Fractions containing the title compound are pooled and concentrated to give the title com... Starting materials: CC(=O)O, [Cl-], Cl, O=N[O-], COC1=C(OC)C(=O)c2c(N)cccc2C1=O, [Na+], O. The product is COC1=C(OC)C(=O)c2c(Cl)cccc2C1=O. RXN SMILES: [CH3:22][C:23](=[O:24])[OH:25].[Cl-:26].[ClH:28].[N:1]([O-:2])=[O:3].[NH2:5][c:6]1[c:7]2[c:12]([cH:13][cH:14][cH:15]1)[C:11](=[O:16])[C:10]([O:17][CH3:18])=[C:9]([O:19][CH3:20])[C:8]2=[O:21].[Na+:4].[OH2:27]>>[c:6]1([Cl:26])[c:7]2[c:12]([cH:13][cH:14][cH:15]1)[C:11](=[O:16])[C:10]([O:17][CH3:18])=[C:9]([O:19][CH3:20])[C:8]2=[O:21]. Starting materials: [Al+3], [H-], [H-], [H-], [H-], [Li+], CCOC(=O)C(=CI)C(C)(C)O. Product: CC(C)(O)C(=CI)CO. RXN SMILES: [Al+3:14].[H-:13].[H-:16].[H-:17].[H-:18].[Li+:15].[OH:1][C:2]([CH3:3])([CH3:4])[C:5]([C:6](=[O:7])[O:8][CH2:9][CH3:10])=[CH:11][I:12]>>[OH:1][C:2]([CH3:3])([CH3:4])[C:5]([CH2:6][OH:7])=[CH:11][I:12]. Product: Cc1ccccc1Cc1c(C)c(NC(=O)CC(C)(C)C)c(C)c2c1OC(C)(C)C2. As a reaction SMILES: [Br-:24].[C:69]([O:70][CH2:71][CH3:72])(=[O:73])[CH3:74].[CH3:25][c:26]1[cH:27][cH:28][cH:29][cH:30][c:31]1[Mg+:32].[CH3:63][CH2:64][CH2:65][CH2:66][CH2:67][CH3:68].[CH:1]([c:2]1[c:3]2[c:9]([c:10]([CH3:11])[c:12]([NH:13][C:14](=[O:15])[CH2:16][C:17]([CH3:18])([CH3:19])[CH3:20])[c:21]1[CH3:22])[CH2:8][C:5]([CH3:6])([CH3:7])[O:4]2)=[O:23].[OH:33][CH:34]([c:35]1[c:36]([CH3:55])[c:37]([NH:47][C:48]([CH2:49][C:50]([CH3:51])([CH3:52])[CH3:53])=[O:54])[c:38]([CH3:46])[c:39]2[c:43]1[O:42][C:41]([CH3:44])([CH3:45])[CH2:40]2)[c:56]1[c:57]([CH3:62])[cH:58][cH:59][cH:60][cH:61]1>>[CH2:34]([c:35]1[c:36]([CH3:55])[c:37]([NH:47][C:48]([CH2:49][C:50]([CH3:51])([CH3:52])[CH3:53])=[O:54])[c:38]([CH3:46])[c:39]2[c:43]1[O:42][C:41]([CH3:44])([CH3:45])[CH2:40]2)[c:56]1[c:57]([CH3:62])[cH:58][cH:59][cH:60][cH:61]1. The reactants are [Br-], CCOC(C)=O, Cc1ccccc1[Mg+], CCCCCC, Cc1c(C=O)c2c(c(C)c1NC(=O)CC(C)(C)C)CC(C)(C)O2, Cc1ccccc1C(O)c1c(C)c(NC(=O)CC(C)(C)C)c(C)c2c1OC(C)(C)C2. The reactants are ClC(CCC1=CC=C(C=C1)F)C1=CC=C(C=C1)C#N (1-chloro-1-(4cyanophenyl)-3-(4-fluorophenyl)propane), [Na].N1C=NC=C1 (1H-imidazole sodium). The product is C(#N)C1=CC=C(C=C1)C(CCC1=CC=C(C=C1)F)N1C=NC=C1 (1-[1-(4-cyanophenyl)-3-(4-fluorophenyl)propyl]-1H-imidazole). Reaction SMILES: Cl[CH:2]([C:12]1[CH:17]=[CH:16][C:15]([C:18]#[N:19])=[CH:14][CH:13]=1)[CH2:3][CH2:4][C:5]1[CH:10]=[CH:9][C:8]([F:11])=[CH:7][CH:6]=1.[Na].[NH:21]1[CH:25]=[CH:24][N:23]=[CH:22]1>>[C:18]([C:15]1[CH:16]=[CH:17][C:12]([CH:2]([N:21]2[CH:25]=[CH:24][N:23]=[CH:22]2)[CH2:3][CH2:4][C:5]2[CH:10]=[CH:9][C:8]([F:11])=[CH:7][CH:6]=2)=[CH:13][CH:14]=1)#[N:19] |f:1.2,^1:19|. Reported procedure: 1-[1-(4-cyanophenyl)-3-(4-fluorophenyl)propyl]-1H-imidazole is prepared according to the same procedure using 1-chloro-1-(4cyanophenyl)-3-(4-fluorophenyl)propane and 1H-imidazole sodium derivative as starting materials.